From a dataset of the Open Reaction Database (ORD), a public repository of structured organic reaction records. describe an organic reaction: reactants, conditions, products, and yield Reactants: ClC1=CC=C(CNC2C3CCC(C2)C3)C=C1 (N-4-chlorobenzyl-2-norbornylamine), C(C)N=C=O (ethyl isocyanate). Solvent: CCCCCC (hexane), CCCCCC (hexane). Yields the product ClC1=CC=C(CN(C(=O)NCC)C2C3CCC(C2)C3)C=C1 (1-(4-chlorobenzyl)-3-ethyl-1-(2-norbornyl)urea). Yield: 85.5%. Reaction SMILES: [Cl:1][C:2]1[CH:16]=[CH:15][C:5]([CH2:6][NH:7][CH:8]2[CH2:13][CH:12]3[CH2:14][CH:9]2[CH2:10][CH2:11]3)=[CH:4][CH:3]=1.[CH2:17]([N:19]=[C:20]=[O:21])[CH3:18]>CCCCCC>[Cl:1][C:2]1[CH:3]=[CH:4][C:5]([CH2:6][N:7]([CH:8]2[CH2:13][CH:12]3[CH2:14][CH:9]2[CH2:10][CH2:11]3)[C:20]([NH:19][CH2:17][CH3:18])=[O:21])=[CH:15][CH:16]=1. Procedure: 24 g of N-4-chlorobenzyl-2-norbornylamine was dissolved in 400 ml of hexane, and with stirring and cooling, a solution of 8 g of ethyl isocyanate in 30 ml of hexane was added dropwise to the solution. After the addition, the temperature of the mixture was gradually raised, and it was stirred for about 3 hours at 40° C. After cooling, the precipitated crystals were suction-filtered, and recrystallized from a mixture of hexane and ethanol to give 26.7 g of the desired 1-(4-chlorobenzyl)-3-ethyl-1-...